From a dataset of the Open Reaction Database (ORD), a public repository of structured organic reaction records. describe an organic reaction: reactants, conditions, products, and yield Reaction SMILES: [CH3:10][NH2:11].[CH3:18][c:19]1[cH:20][cH:21][cH:22][cH:23][cH:24]1.[Cl:1][c:2]1[cH:3][cH:4][c:5]([CH:8]=[O:9])[cH:6][n:7]1.[Mg+2:12].[O-:13][S:14]([O-:15])(=[O:16])=[O:17]>>[Cl:1][c:2]1[cH:3][cH:4][c:5]([CH:8]=[N:11][CH3:10])[cH:6][n:7]1. Yields the product CN=Cc1ccc(Cl)nc1. The reactants are CN, Cc1ccccc1, O=Cc1ccc(Cl)nc1, [Mg+2], O=S(=O)([O-])[O-]. Starting materials: Cl (hydrochloric acid), NC=1N(N=CC1C1=CC=C(C=C1)C(C)(C)C1=CC=CC=C1)C(N)=O (3-amino-2-carbamoyl-4-[4-(2-phenylpropan-2-yl)phenyl]pyrazole), O (water), [OH-].[Na+] (sodium hydroxide). The solvent is CO (methanol). The product is NC1=NNC=C1C1=CC=C(C=C1)C(C)(C)C1=CC=CC=C1 (3-amino-4-[4-(2-phenylpropan-2-yl)phenyl]pyrazole). The yield is 75.5%. Reaction SMILES: [NH2:1][C:2]1[N:3](C(=O)N)[N:4]=[CH:5][C:6]=1[C:7]1[CH:12]=[CH:11][C:10]([C:13]([C:16]2[CH:21]=[CH:20][CH:19]=[CH:18][CH:17]=2)([CH3:15])[CH3:14])=[CH:9][CH:8]=1.[OH-].[Na+].O.Cl>CO>[NH2:1][C:2]1[C:6]([C:7]2[CH:8]=[CH:9][C:10]([C:13]([C:16]3[CH:17]=[CH:18][CH:19]=[CH:20][CH:21]=3)([CH3:15])[CH3:14])=[CH:11][CH:12]=2)=[CH:5][NH:4][N:3]=1 |f:1.2|. Reported procedure: To a suspension of 3-amino-2-carbamoyl-4-[4-(2-phenylpropan-2-yl)phenyl]pyrazole (1.5 g) in methanol (20 ml) was added 5N sodium hydroxide solution (2 l), and the mixture was refluxed. To the mixture was added water (50 ml) under ice-cooling, and the mixture was neutralized (pH 7 to 8) with 10% hydrochloric acid solution, and was extracted with chloroform. The organic layer was washed with water and saturated aqueous sodium chloride, dried over anhydrous potassium carbonate, and the solvent was ...